Dataset: the Open Reaction Database (ORD), a public repository of structured organic reaction records. Task: describe an organic reaction: reactants, conditions, products, and yield Reactants: resultant mixture, COCCBr (2-Bromoethyl methyl ether), C(C)(C)(C)OC(=O)N1CCNCC1 (piperazine-4-carboxylic acid tert-butyl ester), C([O-])([O-])=O.[K+].[K+] (potassium carbonate). Run in CN(C=O)C (N,N-dimethylformamide). The product is C(C)(C)(C)OC(=O)N1CCN(CC1)CCOC (1-(2-Methoxyethyl)piperazine-4-carboxylic acid tert-butyl ester), product. Yield: 57.0%. RXN SMILES: [CH3:1][O:2][CH2:3][CH2:4]Br.[C:6]([O:10][C:11]([N:13]1[CH2:18][CH2:17][NH:16][CH2:15][CH2:14]1)=[O:12])([CH3:9])([CH3:8])[CH3:7].C(=O)([O-])[O-].[K+].[K+]>CN(C)C=O>[C:6]([O:10][C:11]([N:13]1[CH2:18][CH2:17][N:16]([CH2:4][CH2:3][O:2][CH3:1])[CH2:15][CH2:14]1)=[O:12])([CH3:9])([CH3:7])[CH3:8] |f:2.3.4|. Procedure details: 2-Bromoethyl methyl ether (0.94 mL) was added dropwise to a suspension of piperazine-4-carboxylic acid tert-butyl ester (1.87 g) and potassium carbonate (1.38 g) in N,N-dimethylformamide (20 mL) at room temperature, and the resultant mixture was stirred at 60° C. for 24 hours. The reaction mixture was partitioned by use of ice-water and ethyl acetate. The organic layer was sequentially washed with water and saturated brine, and then dried over magnesium sulfate anhydrate, followed by filtration....